describe an organic reaction: reactants, conditions, products, and yield From a dataset of the Open Reaction Database (ORD), a public repository of structured organic reaction records. Starting materials: [Ba+2], [Ba+2], O=C([O-])[O-], CC1(C)CCC(=O)N1, [OH-], [OH-], O, O=S(=O)(O)O. The product is CC(C)(N)CCC(=O)O. RXN SMILES: [Ba+2:10].[Ba+2:21].[C:17](=[O:18])([O-:19])[O-:20].[CH3:1][C:2]1([CH3:8])[CH2:3][CH2:4][C:5](=[O:7])[NH:6]1.[OH-:11].[OH-:9].[OH2:22].[S:12]([OH:13])(=[O:14])(=[O:15])[OH:16]>>[CH3:1][C:2]([CH2:3][CH2:4][C:5](=[O:7])[OH:13])([NH2:6])[CH3:8]. Reactants: [Br-], CC(C)n1ncnc1-c1cn2c(n1)-c1ccc(Br)cc1OCC2, CC(C)(C)OC(=O)C1CCCN1, CC(C)(C)[O-], Cc1ccccc1, [Na+]. The product is CC(C)n1ncnc1-c1cn2c(n1)-c1ccc(N3CCCC3C(=O)OC(C)(C)C)cc1OCC2. Reaction SMILES: [Br-:49].[Br:1][c:2]1[cH:3][c:4]2[c:5]([cH:22][cH:23]1)-[c:6]1[n:7]([cH:11][c:12](-[c:14]3[n:15][cH:16][n:17][n:18]3[CH:19]([CH3:20])[CH3:21])[n:13]1)[CH2:8][CH2:9][O:10]2.[C:24]([CH3:25])([CH3:26])([CH3:27])[O:28][C:29]([CH:30]1[NH:31][CH2:32][CH2:33][CH2:34]1)=[O:35].[CH3:36][C:37]([CH3:38])([O-:39])[CH3:40].[CH3:42][c:43]1[cH:44][cH:45][cH:46][cH:47][cH:48]1.[Na+:41]>>[c:2]1([N:31]2[CH:30]([C:29]([O:28][C:24]([CH3:25])([CH3:26])[CH3:27])=[O:35])[CH2:34][CH2:33][CH2:32]2)[cH:3][c:4]2[c:5]([cH:22][cH:23]1)-[c:6]1[n:7]([cH:11][c:12](-[c:14]3[n:15][cH:16][n:17][n:18]3[CH:19]([CH3:20])[CH3:21])[n:13]1)[CH2:8][CH2:9][O:10]2.